Dataset: the Open Reaction Database (ORD), a public repository of structured organic reaction records. Task: describe an organic reaction: reactants, conditions, products, and yield RXN SMILES: [F:1][C:2]1[CH:7]=[CH:6][C:5]([C:8]2[N:9]=[C:10]([N:28]3[CH2:33][CH2:32][N:31](OCC)[CH2:30][C:29]3=C=O)[O:11][C:12]=2[C:13]2[CH:18]=[CH:17][N:16]=[C:15]([NH:19][C@H:20]([C:22]3[CH:27]=[CH:26][CH:25]=[CH:24][CH:23]=3)[CH3:21])[N:14]=2)=[CH:4][CH:3]=1.C[Si](I)(C)C.Cl.C([O-])([O-])=O.[Na+].[Na+]>C(Cl)(Cl)Cl.C(O)CC>[F:1][C:2]1[CH:3]=[CH:4][C:5]([C:8]2[N:9]=[C:10]([N:28]3[CH2:29][CH2:30][NH:31][CH2:32][CH2:33]3)[O:11][C:12]=2[C:13]2[CH:18]=[CH:17][N:16]=[C:15]([NH:19][C@H:20]([C:22]3[CH:27]=[CH:26][CH:25]=[CH:24][CH:23]=3)[CH3:21])[N:14]=2)=[CH:6][CH:7]=1 |f:3.4.5|. Solvent: C(CC)O (1-propanol), C(Cl)(Cl)Cl (CHCl3). Yields the product FC1=CC=C(C=C1)C=1N=C(OC1C1=NC(=NC=C1)N[C@@H](C)C1=CC=CC=C1)N1CCNCC1 (4-Fluorophenyl-5-(2-[1-(S)-phenylethyl]amino-4-pyrimidyl)-2-(1-piperazinyl)oxazole). Reported procedure: 4-(4-Fluorophenyl)-5-(2-[1-(S)-phenylethyl]amino-4-pyrimidyl)-2-(4-ethoxy-carbonylpiperazin-1-yl)oxazole (130 mg; 0.251 mmol in CHCl3 (2.6 ml) is treated with trimethylsilyl iodide (0.113 ml; 0.83 mmol) at 60 C. After 3 h a second portion of trimethylsilyl iodide (0.113 ml; 0.83 mmol) is added and the reaction heated at 60 C for 21 h. 6 M HCl in 1-propanol (3 ml) is added to the reaction mixture, stirred until dissolution is complete and then poured on a saturated solution of Na2CO3. Starting materials: FC1=CC=C(C=C1)C=1N=C(OC1C1=NC(=NC=C1)N[C@@H](C)C1=CC=CC=C1)N1C(CN(CC1)OCC)=C=O (4-(4-Fluorophenyl)-5-(2-[1-(S)-phenylethyl]amino-4-pyrimidyl)-2-(4-ethoxy-carbonylpiperazin-1-yl)oxazole), Cl (HCl), C(=O)([O-])[O-].[Na+].[Na+] (Na2CO3), C[Si](C)(C)I (trimethylsilyl iodide), C[Si](C)(C)I (trimethylsilyl iodide). Yields the product CC(C(=O)NC1=CC(=CC=C1)C1CCN(CC1)CCC(=O)C1=CC=C(C=C1)C)C (2-METHYL-N-(3-{1-[3-(4-METHYLPHENYL)-3-OXOPROPYL]-4-PIPERIDINYL}PHENYL)PROPANAMIDE). RXN SMILES: C([O-])([O-])=O.[K+].[K+].Cl[CH2:8][CH2:9][C:10]([C:12]1[CH:17]=[CH:16][C:15]([CH3:18])=[CH:14][CH:13]=1)=[O:11].[CH3:19][CH:20]([CH3:36])[C:21]([NH:23][C:24]1[CH:29]=[CH:28][CH:27]=[C:26]([CH:30]2[CH2:35][CH2:34][NH:33][CH2:32][CH2:31]2)[CH:25]=1)=[O:22]>>[CH3:19][CH:20]([CH3:36])[C:21]([NH:23][C:24]1[CH:29]=[CH:28][CH:27]=[C:26]([CH:30]2[CH2:35][CH2:34][N:33]([CH2:8][CH2:9][C:10]([C:12]3[CH:17]=[CH:16][C:15]([CH3:18])=[CH:14][CH:13]=3)=[O:11])[CH2:32][CH2:31]2)[CH:25]=1)=[O:22] |f:0.1.2|. Procedure: Procedure K (KI) and Scheme E (K2CO3) using 3-chloro-1-(4-methylphenyl)-1-propanone and 2-methyl-N-[3-(4-piperidinyl)phenyl]propanamide: ESMS m/e: 393.2 (M+H)+. Reactants: C(=O)([O-])[O-].[K+].[K+] (K2CO3), ClCCC(=O)C1=CC=C(C=C1)C (3-chloro-1-(4-methylphenyl)-1-propanone), CC(C(=O)NC1=CC(=CC=C1)C1CCNCC1)C (2-methyl-N-[3-(4-piperidinyl)phenyl]propanamide). Starting materials: [I-].[Na+] (sodium iodide), C(C1=CC=CC=C1)(=S)O (thiobenzoic acid), [H-].[Na+] (sodium hydride), C(C1=CC=CC=C1)(=S)[O-].[Na+] (sodium thiobenzoate), C[Si](Cl)(C)C (trimethyl chlorosilane), ClCC(C(=O)[O-])(C)C.[Na+] (sodium β-chloropivalate), ClCC(C(=O)O)(C)C (β-chloropivalic acid), [H-].[Na+] (sodium hydride). Solvent: CN(C=O)C (dimethylformamide), ice water, CN(C=O)C (dimethylformamide), CN(C=O)C (dimethylformamide). Conditions: time 3 day. Yields the product C(C1=CC=CC=C1)(=O)CC(C(=S)O)(C)C (β-benzoylthiopivalic acid). Reaction SMILES: Cl[CH2:2][C:3]([CH3:8])([CH3:7])[C:4]([O-])=[O:5].[Na+].ClCC(C)(C)C(O)=O.[H-].[Na+].C[Si](C)(C)Cl.[C:25]([O-:33])(=S)[C:26]1[CH:31]=[CH:30][CH:29]=[CH:28][CH:27]=1.[Na+].C(O)(=[S:42])C1C=CC=CC=1.[I-].[Na+]>CN(C)C=O>[C:25]([CH2:2][C:3]([CH3:8])([CH3:7])[C:4]([OH:5])=[S:42])(=[O:33])[C:26]1[CH:31]=[CH:30][CH:29]=[CH:28][CH:27]=1 |f:0.1,3.4,6.7,9.10|. Procedure details: To a solution of sodium β-chloropivalate, prepared from β-chloropivalic acid (13.66 g) and 50% sodium hydride (4.80 g) in dimethylformamide (110 ml) was added dropwise trimethyl chlorosilane (10.85 g) in dimethylformamide (10 ml) at -5° C. to -3° C. After stirring for 1 hour sodium thiobenzoate, prepared from thiobenzoic acid (13.8 g) and 50% sodium hydride (4.80 g) in dimethylformamide (70 ml), was added dropwise thereto at -5° C. to -8° C. After addition of sodium iodide (15.0 g), the mixture ... Starting materials: N#CCc1nnn(C(c2ccccc2)(c2ccccc2)c2ccccc2)n1, N#CC(=C1CCCCC1)c1nnn(C(c2ccccc2)(c2ccccc2)c2ccccc2)n1, C1CCOC1, C[S+](C)(C)=O, [H-], [I-], [Na+], O=C1CCCCC1, CN(C)C=O. Product: N#CC1(c2nnn(C(c3ccccc3)(c3ccccc3)c3ccccc3)n2)CC12CCCCC2. As a reaction SMILES: [C:3]([c:4]1[cH:5][cH:6][cH:7][cH:8][cH:9]1)([c:10]1[cH:11][cH:12][cH:13][cH:14][cH:15]1)([c:16]1[cH:17][cH:18][cH:19][cH:20][cH:21]1)[n:22]1[n:23][c:24]([CH2:27][C:28]#[N:29])[n:25][n:26]1.[C:43]1(=[C:49]([c:50]2[n:51][n:52][n:53]([C:54]([c:55]3[cH:56][cH:57][cH:58][cH:59][cH:60]3)([c:61]3[cH:62][cH:63][cH:64][cH:65][cH:66]3)[c:67]3[cH:68][cH:69][cH:70][cH:71][cH:72]3)[n:73]2)[C:74]#[N:75])[CH2:44][CH2:45][CH2:46][CH2:47][CH2:48]1.[CH2:76]1[O:77][CH2:78][CH2:79][CH2:80]1.[CH3:38][S+:39]([CH3:40])([CH3:41])=[O:42].[H-:1].[I-:37].[Na+:2].[O:30]=[C:31]1[CH2:32][CH2:33][CH2:34][CH2:35][CH2:36]1.[O:81]=[CH:82][N:83]([CH3:84])[CH3:85]>>[C:3]([c:4]1[cH:5][cH:6][cH:7][cH:8][cH:9]1)([c:10]1[cH:11][cH:12][cH:13][cH:14][cH:15]1)([c:16]1[cH:17][cH:18][cH:19][cH:20][cH:21]1)[n:22]1[n:23][c:24]([C:27]2([C:28]#[N:29])[C:43]3([CH2:44][CH2:45][CH2:46][CH2:47][CH2:48]3)[CH2:49]2)[n:25][n:26]1. The reactants are CCN1CCN(c2ccncc2)C1=O, CCOC(C)=O, O=C(OO)c1cccc(Cl)c1. The product is CC[N+]1([O-])CCN(c2ccncc2)C1=O. Reaction SMILES: [CH2:1]([CH3:2])[N:3]1[C:4](=[O:14])[N:5]([c:8]2[cH:9][cH:10][n:11][cH:12][cH:13]2)[CH2:6][CH2:7]1.[CH3:26][CH2:27][O:28][C:29](=[O:30])[CH3:31].[OH:15][O:16][C:17]([c:18]1[cH:19][c:20]([Cl:21])[cH:22][cH:23][cH:24]1)=[O:25]>>[CH2:1]([CH3:2])[N+:3]1([O-:15])[C:4](=[O:14])[N:5]([c:8]2[cH:9][cH:10][n:11][cH:12][cH:13]2)[CH2:6][CH2:7]1. Starting materials: O1CCOCC1 (dioxane), FC(C=1C=C(C=C(C1)C(F)(F)F)[C@@H]1[C@@H](N(C(O1)=O)CC1=NC(=NC=C1B1OC(C(O1)(C)C)(C)C)SC)C)(F)F ((4S,5R)-5-[3,5-bis(trifluoromethyl)phenyl]-4-methyl-3-{[2-(methylsulfanyl)-5-(4,4,5,5-tetramethyl-1,3,2-dioxaborolan-2-yl)pyrimidin-4-yl]methyl}-1,3-oxazolidin-2-one), FC(C=1C=C(C=C(C1)C(F)(F)F)[C@@H]1[C@@H](N(C(O1)=O)CC1=NC(=NC=C1B1OC(C(O1)(C)C)(C)C)SC)C)(F)F ((4S,5R)-5-[3,5-bis(trifluoromethyl)phenyl]-4-methyl-3-{[2-(methylsulfanyl)-5-(4,4,5,5-tetramethyl-1,3,2-dioxaborolan-2-yl)pyrimidin-4-yl]methyl}-1,3-oxazolidin-2-one), BrC=1C(=NC=C(C1)Cl)OC (3-bromo-5-chloro-2-methoxypyridine), [O-]P(=O)([O-])[O-].[K+].[K+].[K+] (potassium phosphate tribasic). The reagents and catalysts are C=1C=CC(=CC1)[P](C=2C=CC=CC2)(C=3C=CC=CC3)[Pd]([P](C=4C=CC=CC4)(C=5C=CC=CC5)C=6C=CC=CC6)([P](C=7C=CC=CC7)(C=8C=CC=CC8)C=9C=CC=CC9)[P](C=1C=CC=CC1)(C=1C=CC=CC1)C=1C=CC=CC1 (Pd(Ph3P)4). The solvent is C(C)#N (acetonitrile). Conditions: temperature 170 celsius, time 10 minute. The product is FC(C=1C=C(C=C(C1)C(F)(F)F)[C@@H]1[C@@H](N(C(O1)=O)CC1=NC(=NC=C1C=1C(=NC=C(C1)Cl)OC)SC)C)(F)F ((4S,5R)-5-[3,5-Bis(trifluoromethyl)phenyl]-3-{[5-(5-chloro-2-methoxypyridin-3-yl)-2-(methylthio)pyrimidin-4-yl]methyl}-4-methyl-1,3-oxazolidin-2-one). As a reaction SMILES: O1CCOCC1.[F:7][C:8]([F:45])([F:44])[C:9]1[CH:10]=[C:11]([C@H:19]2[O:23][C:22](=[O:24])[N:21]([CH2:25][C:26]3[C:31](B4OC(C)(C)C(C)(C)O4)=[CH:30][N:29]=[C:28]([S:41][CH3:42])[N:27]=3)[C@H:20]2[CH3:43])[CH:12]=[C:13]([C:15]([F:18])([F:17])[F:16])[CH:14]=1.Br[C:47]1[C:48]([O:54][CH3:55])=[N:49][CH:50]=[C:51]([Cl:53])[CH:52]=1.[O-]P([O-])([O-])=O.[K+].[K+].[K+]>C(#N)C.C1C=CC([P]([Pd]([P](C2C=CC=CC=2)(C2C=CC=CC=2)C2C=CC=CC=2)([P](C2C=CC=CC=2)(C2C=CC=CC=2)C2C=CC=CC=2)[P](C2C=CC=CC=2)(C2C=CC=CC=2)C2C=CC=CC=2)(C2C=CC=CC=2)C2C=CC=CC=2)=CC=1>[F:17][C:15]([F:16])([F:18])[C:13]1[CH:12]=[C:11]([C@H:19]2[O:23][C:22](=[O:24])[N:21]([CH2:25][C:26]3[C:31]([C:47]4[C:48]([O:54][CH3:55])=[N:49][CH:50]=[C:51]([Cl:53])[CH:52]=4)=[CH:30][N:29]=[C:28]([S:41][CH3:42])[N:27]=3)[C@H:20]2[CH3:43])[CH:10]=[C:9]([C:8]([F:7])([F:44])[F:45])[CH:14]=1 |f:3.4.5.6,^1:70,72,91,110|. Procedure: A dioxane (17.3 mL) solution of (4S,5R)-5-[3,5-bis(trifluoromethyl)phenyl]-4-methyl-3-{[2-(methylsulfanyl)-5-(4,4,5,5-tetramethyl-1,3,2-dioxaborolan-2-yl)pyrimidin-4-yl]methyl}-1,3-oxazolidin-2-one (INTERMEDIATE 21, 2.0 g, 3.46 mmol), 3-bromo-5-chloro-2-methoxypyridine (0.925 g, 4.16 mmol) and 2M potassium phosphate tribasic (3.5 mL, 7.00 mmol) in a microwave vial was evacuated and charged three times with nitrogen. Then Pd(Ph3P)4 (0.400 g, 0.346 mmol) was added and the reaction vial was capped....